This data is from the Open Reaction Database (ORD), a public repository of structured organic reaction records. The task is: describe an organic reaction: reactants, conditions, products, and yield Reactants: CCCCCCCCCCCCCCCCSCc1ccc([N+](=O)[O-])cc1, CO, [Cl-], [Fe], [NH4+], O. Product: CCCCCCCCCCCCCCCCSCc1ccc(N)cc1. As a reaction SMILES: [CH2:3]([CH2:4][CH2:5][CH2:6][CH2:7][CH2:8][CH2:9][CH2:10][CH2:11][CH2:12][CH2:13][CH2:14][CH2:15][CH2:16][CH2:17][CH3:18])[S:19][CH2:20][c:21]1[cH:22][cH:23][c:24]([N+:27]([O-:28])=[O:29])[cH:25][cH:26]1.[CH3:32][OH:33].[Cl-:1].[Fe:31].[NH4+:2].[OH2:30]>>[CH2:3]([CH2:4][CH2:5][CH2:6][CH2:7][CH2:8][CH2:9][CH2:10][CH2:11][CH2:12][CH2:13][CH2:14][CH2:15][CH2:16][CH2:17][CH3:18])[S:19][CH2:20][c:21]1[cH:22][cH:23][c:24]([NH2:27])[cH:25][cH:26]1. Starting materials: CCCCCCCc1cc(=O)c2ccccc2[nH]1, CO, Cl, O=C(O)C(F)(F)F, O. Yields the product CCCCCCCc1[nH]c2ccccc2c(=O)c1C=O. RXN SMILES: [CH2:1]([CH2:2][CH2:3][CH2:4][CH2:5][CH2:6][CH3:7])[c:8]1[nH:9][c:10]2[cH:11][cH:12][cH:13][cH:14][c:15]2[c:16](=[O:18])[cH:17]1.[CH3:26][OH:27].[ClH:28].[F:19][C:20]([C:21](=[O:22])[OH:25])([F:23])[F:24].[OH2:29]>>[CH2:1]([CH2:2][CH2:3][CH2:4][CH2:5][CH2:6][CH3:7])[c:8]1[nH:9][c:10]2[cH:11][cH:12][cH:13][cH:14][c:15]2[c:16](=[O:18])[c:17]1[CH:21]=[O:22]. Procedure: The starting material is manufactured as follows: Reaction of crotonaldehyde with isocyanoacetic acid ethyl ester in a manner analogous to that described in Example 1 yields 5-(propen-1-yl)-2-oxazoline-4-carboxylic acid ethyl ester. By hydrolysis of the 5-(propen-1-yl)-2-oxazoline-4-carboxylic acid ethyl ester analogously to Example 1, 2-formylamino-3-hydroxy-4-hexenoic acid ethyl ester is obtained. Reaction of the 2-formylamino-3-hydroxy-4-hexenoic acidethyl ester with thionyl bromide and subse... Product: C(C)OC(=O)C1N=COC1C=CC (5-(propen-1-yl)-2-oxazoline-4-carboxylic acid ethyl ester). Reaction SMILES: [CH:1](=[O:5])/[CH:2]=[CH:3]/[CH3:4].[CH2:6]([O:8][C:9](=[O:13])[CH2:10][N+:11]#[C-:12])[CH3:7]>>[CH2:6]([O:8][C:9]([CH:10]1[CH:1]([CH:2]=[CH:3][CH3:4])[O:5][CH:12]=[N:11]1)=[O:13])[CH3:7]. Reactants: C(\C=C\C)=O (crotonaldehyde), C(C)OC(C[N+]#[C-])=O (isocyanoacetic acid ethyl ester).